This data is from the Open Reaction Database (ORD), a public repository of structured organic reaction records. The task is: describe an organic reaction: reactants, conditions, products, and yield Reaction SMILES: [NH2:1][C:2]1[C:7]([O:8][CH2:9][C:10]2[CH:15]=[CH:14][C:13]([O:16][CH3:17])=[CH:12][CH:11]=2)=[CH:6][CH:5]=[CH:4][N:3]=1.[C:18]1([N:24]=[C:25]=[S:26])[CH:23]=[CH:22][CH:21]=[CH:20][CH:19]=1.C1(C)C=CC=CC=1>C(OCC)C>[CH3:17][O:16][C:13]1[CH:14]=[CH:15][C:10]([CH2:9][O:8][C:7]2[C:2]([NH:1][C:25]([NH:24][C:18]3[CH:23]=[CH:22][CH:21]=[CH:20][CH:19]=3)=[S:26])=[N:3][CH:4]=[CH:5][CH:6]=2)=[CH:11][CH:12]=1. The solvent is C(C)OCC (diethyl ether). The product is COC1=CC=C(COC=2C(=NC=CC2)NC(=S)NC2=CC=CC=C2)C=C1 (N-[3-(4-Methoxybenzyloxy)pyrid-2-yl]-N'-phenylthiourea). Reported procedure: A mixture of 2-amino-3-(4-methoxybenzyloxy)pyridine (1.91 g, 0.0083 mol), phenyl isothiocyanate (1.4 g, 0.01 mol) and toluene (10 ml) was refluxed for 3.5 hours, then cooled and treated with diethyl ether to induce crystallisation of the product. Yield 2.18 g (72%), m.p. 123°-125 ° C. The reactants are NC1=NC=CC=C1OCC1=CC=C(C=C1)OC (2-amino-3-(4-methoxybenzyloxy)pyridine), C1(=CC=CC=C1)N=C=S (phenyl isothiocyanate), C1(=CC=CC=C1)C (toluene). The reactants are [Br-], [Br-], Brc1cccs1, CCOCC, CON(C)C(=O)c1nc(C(C)(C)C)c(O)c(C(C)(C)C)n1, CC(C)O, I, [Mg+2], [Mg], C1CCOC1, c1ccsc1. Yields the product CC(C)(C)c1nc(C(=O)c2cccs2)nc(C(C)(C)C)c1O. As a reaction SMILES: [Br-:16].[Br-:9].[Br:3][c:4]1[s:5][cH:6][cH:7][cH:8]1.[CH2:38]([O:39][CH2:40][CH3:41])[CH3:42].[CH3:17][C:18]([CH3:19])([CH3:20])[c:21]1[n:22][c:23]([C:32](=[O:33])[N:34]([O:35][CH3:36])[CH3:37])[n:24][c:25]([C:28]([CH3:29])([CH3:30])[CH3:31])[c:26]1[OH:27].[CH:48]([OH:49])([CH3:50])[CH3:51].[I:2].[Mg+2:10].[Mg:1].[O:43]1[CH2:44][CH2:45][CH2:46][CH2:47]1.[s:11]1[cH:12][cH:13][cH:14][cH:15]1>>[c:4]1([C:32]([c:23]2[n:22][c:21]([C:18]([CH3:17])([CH3:19])[CH3:20])[c:26]([OH:27])[c:25]([C:28]([CH3:29])([CH3:30])[CH3:31])[n:24]2)=[O:33])[s:5][cH:6][cH:7][cH:8]1.